Dataset: the Open Reaction Database (ORD), a public repository of structured organic reaction records. Task: describe an organic reaction: reactants, conditions, products, and yield As a reaction SMILES: [C:1]([O:5][C:6](=[O:29])[CH:7]([NH2:28])[C@H:8]([C:22]([O:24][CH2:25][CH:26]=[CH2:27])=[O:23])[CH:9]([C:11]1[O:12][C:13]2[CH:19]=[C:18](Cl)[CH:17]=[C:16]([F:21])[C:14]=2[N:15]=1)[OH:10])([CH3:4])([CH3:3])[CH3:2].ClC1C=C([F:40])C2N=COC=2C=1.FC1C2N=COC=2C=C(F)C=1>>[C:1]([O:5][C:6](=[O:29])[CH:7]([NH2:28])[C@H:8]([C:22]([O:24][CH2:25][CH:26]=[CH2:27])=[O:23])[CH:9]([C:11]1[O:12][C:13]2[CH:19]=[C:18]([F:40])[CH:17]=[C:16]([F:21])[C:14]=2[N:15]=1)[OH:10])([CH3:4])([CH3:3])[CH3:2]. The product is C(C)(C)(C)OC(C([C@@H](C(O)C=1OC2=C(N1)C(=CC(=C2)F)F)C(=O)OCC=C)N)=O (3(S)-(Allyloxycarbonyl)-amino-4-(4,6-difluorobenzoxazol-2-yl)-4-hydroxy-butyric Acid tert-Butyl Ester). Procedure: Compound 717 was prepared as described for compound 714, except compound 713 was replaced with compound 716. ##STR96## The reactants are C(C)(C)(C)OC(C([C@@H](C(O)C=1OC2=C(N1)C(=CC(=C2)Cl)F)C(=O)OCC=C)N)=O (3(S)-(Allyloxycarbonyl)-amino-4-(6-chloro-4-fluorobenzoxazol-2-yl)-4-hydroxy-butyric Acid tert-Butyl Ester), ClC1=CC2=C(N=CO2)C(=C1)F (6-Chloro-4-fluorobenzoxazole), FC1=CC(=CC2=C1N=CO2)F (4,6-Difluorobenzoxazole). Procedure: 4-Methyl-3-(tetrahydro-pyran-2-yloxymethyl)-2-vinyl-pyridine (300 mg. 1.29 mmol) was dissolved in DCM (36 mL) and cooled to −50° C. A gentle flow of ozone was bubbled through the reaction mixture until the colour of the solution changed to slight blue. NaBH4 (486 mg. 12.9 mmol) dissolved in MeOH (15 mL) was added and the reaction was allowed to warm to RT over a period of 1 h. The solvents were removed in vacuo and the residue pardoned between water (20 mL) and EtOAc (20 mL) extracted with EtOAc... Starting materials: [BH4-].[Na+] (NaBH4), CO (MeOH), CC1=C(C(=NC=C1)C=C)COC1OCCCC1 (4-Methyl-3-(tetrahydro-pyran-2-yloxymethyl)-2-vinyl-pyridine). Run in C(Cl)Cl (DCM). The product is CC1=C(C(=NC=C1)CO)COC1OCCCC1 ([4-Methyl-3-(tetrahydro-pyran-2-yloxymethyl)-pyridin-2-yl]-methanol). Run at temperature -50 celsius. RXN SMILES: [CH3:1][C:2]1[CH:7]=[CH:6][N:5]=[C:4]([CH:8]=C)[C:3]=1[CH2:10][O:11][CH:12]1[CH2:17][CH2:16][CH2:15][CH2:14][O:13]1.[BH4-].[Na+].C[OH:21]>C(Cl)Cl>[CH3:1][C:2]1[CH:7]=[CH:6][N:5]=[C:4]([CH2:8][OH:21])[C:3]=1[CH2:10][O:11][CH:12]1[CH2:17][CH2:16][CH2:15][CH2:14][O:13]1 |f:1.2|. The reactants are O=O (oxygen), 63, C(C)(=O)OC=C(C=C)C (1-acetoxy-2-methyl-1,3-butadiene), C(C)(=O)O (acetic acid). The product is C(C)(=O)OC(C(=CCOC(C)=O)C)OC(C)=O (1,1,4-triacetoxy-2-methyl-2-butene), aldehyde. Isolated yield 27.4%. As a reaction SMILES: O=O.[C:3]([O:6][CH:7]=[C:8]([CH3:11])[CH:9]=[CH2:10])(=[O:5])[CH3:4].[C:12]([OH:15])(=[O:14])[CH3:13]>>[C:3]([O:6][CH:7]([O:6][C:3](=[O:5])[CH3:4])[C:8]([CH3:11])=[CH:9][CH2:10][O:14][C:12](=[O:15])[CH3:13])(=[O:5])[CH3:4]. Reported procedure: 12,000 parts by volume of oxygen are introduced in the course of 4 hours into a solution, at 95° C., of 63 parts of 1-acetoxy-2-methyl-1,3-butadiene in 600 parts of glacial acetic acid, in which 25 parts of the catalyst prepared as described in Example 1a are suspended. The reaction mixture is worked up as described in Example 1b and fractional distillation gives 71.8 parts of 1,1,4-triacetoxy-2-methyl-2-butene (representing 58.8% conversion) of boiling point 118°-124° C./0.7 mbar and 19.5 parts...